This data is from the Open Reaction Database (ORD), a public repository of structured organic reaction records. The task is: describe an organic reaction: reactants, conditions, products, and yield Reactants: [Na+], O=C1Cc2cccc(OCc3ccccc3)c2N1, C1COCCO1, [OH-], O. The product is Nc1c(CC(=O)O)cccc1OCc1ccccc1. Reaction SMILES: [Na+:20].[O:1]=[C:2]1[NH:3][c:4]2[c:5]([O:11][CH2:12][c:13]3[cH:14][cH:15][cH:16][cH:17][cH:18]3)[cH:6][cH:7][cH:8][c:9]2[CH2:10]1.[O:21]1[CH2:22][CH2:23][O:24][CH2:25][CH2:26]1.[OH-:19].[OH2:27]>>[O:1]=[C:2]([CH2:10][c:9]1[c:4]([NH2:3])[c:5]([O:11][CH2:12][c:13]2[cH:14][cH:15][cH:16][cH:17][cH:18]2)[cH:6][cH:7][cH:8]1)[OH:21]. The reactants are O=C([O-])[O-], COS(=O)(=O)OC, CC(C)=O, COc1cc(Cl)cc(Cn2c(=O)cc(C(F)(F)F)[nH]c2=O)c1Cl, [K+], [K+]. Product: COc1cc(Cl)cc(Cn2c(=O)cc(C(F)(F)F)n(C)c2=O)c1Cl. RXN SMILES: [C:31](=[O:32])([O-:33])[O-:34].[CH3:24][O:25][S:26]([O:27][CH3:28])(=[O:29])=[O:30].[CH3:37][C:38](=[O:39])[CH3:40].[Cl:1][c:2]1[c:3]([CH2:11][n:12]2[c:13](=[O:23])[nH:14][c:15]([C:19]([F:20])([F:21])[F:22])[cH:16][c:17]2=[O:18])[cH:4][c:5]([Cl:10])[cH:6][c:7]1[O:8][CH3:9].[K+:35].[K+:36]>>[Cl:1][c:2]1[c:3]([CH2:11][n:12]2[c:13](=[O:23])[n:14]([CH3:24])[c:15]([C:19]([F:20])([F:21])[F:22])[cH:16][c:17]2=[O:18])[cH:4][c:5]([Cl:10])[cH:6][c:7]1[O:8][CH3:9]. The reactants are COc1c(O)cc(Cl)cc1Br, O=C([O-])[O-], CCOC(C)=O, CN(C)CCCl, Cl, [Cs+], [Cs+], CN(C)C=O, O. As a reaction SMILES: [Br:1][c:2]1[c:3]([O:10][CH3:11])[c:4]([OH:9])[cH:5][c:6]([Cl:8])[cH:7]1.[C:12](=[O:13])([O-:14])[O-:15].[CH3:31][CH2:32][O:33][C:34](=[O:35])[CH3:36].[Cl:19][CH2:20][CH2:21][N:22]([CH3:23])[CH3:24].[ClH:18].[Cs+:16].[Cs+:17].[O:26]=[CH:27][N:28]([CH3:29])[CH3:30].[OH2:25]>>[Br:1][c:2]1[c:3]([O:10][CH3:11])[c:4]([O:9][CH2:20][CH2:21][N:22]([CH3:23])[CH3:24])[cH:5][c:6]([Cl:8])[cH:7]1. The product is COc1c(Br)cc(Cl)cc1OCCN(C)C. Reactants: Fc1ccc(N=Cc2ccc(Br)cc2)cc1, CC(C)(C)[Si](C)(C)OC(CCCC(=O)N1C(=O)OCC1c1ccccc1)c1ccc(F)cc1, O=C(O)C(O)C(O)C(=O)O, CCN(C(C)C)C(C)C, C[Si](C)(C)Cl, CC(=O)O, [Cl-], [Cl-], [Cl-], [Cl-], ClCCl, [Na+], O=S([O-])O, [Ti+4]. Yields the product CC(C)(C)[Si](C)(C)OC(CCC(C(=O)N1C(=O)OCC1c1ccccc1)C(Nc1ccc(F)cc1)c1ccc(Br)cc1)c1ccc(F)cc1. Reaction SMILES: [Br:34][c:35]1[cH:36][cH:37][c:38]([CH:39]=[N:40][c:41]2[cH:42][cH:43][c:44]([F:47])[cH:45][cH:46]2)[cH:48][cH:49]1.[C:1]([CH3:2])([CH3:3])([CH3:4])[Si:5]([O:6][CH:7]([CH2:8][CH2:9][CH2:10][C:11](=[O:12])[N:13]1[C:14](=[O:24])[O:15][CH2:16][CH:17]1[c:18]1[cH:19][cH:20][cH:21][cH:22][cH:23]1)[c:25]1[cH:26][cH:27][c:28]([F:31])[cH:29][cH:30]1)([CH3:32])[CH3:33].[C:64]([OH:65])(=[O:66])[CH:67]([CH:68]([C:69]([OH:70])=[O:71])[OH:72])[OH:73].[CH2:50]([N:51]([CH:52]([CH3:53])[CH3:54])[CH:55]([CH3:56])[CH3:57])[CH3:58].[CH3:59][Si:60]([Cl:61])([CH3:62])[CH3:63].[CH3:87][C:88](=[O:89])[OH:90].[Cl-:82].[Cl-:83].[Cl-:84].[Cl-:85].[Cl:79][CH2:80][Cl:81].[Na+:74].[OH:75][S:76](=[O:77])[O-:78].[Ti+4:86]>>[C:1]([CH3:2])([CH3:3])([CH3:4])[Si:5]([O:6][CH:7]([CH2:8][CH2:9][CH:10]([C:11](=[O:12])[N:13]1[C:14](=[O:24])[O:15][CH2:16][CH:17]1[c:18]1[cH:19][cH:20][cH:21][cH:22][cH:23]1)[CH:39]([c:38]1[cH:37][cH:36][c:35]([Br:34])[cH:49][cH:48]1)[NH:40][c:41]1[cH:42][cH:43][c:44]([F:47])[cH:45][cH:46]1)[c:25]1[cH:26][cH:27][c:28]([F:31])[cH:29][cH:30]1)([CH3:32])[CH3:33]. Starting materials: CCc1ccnn1-c1ccccc1, CC#N, CCOC(C)=O, O=C1CCC(=O)N1I. Product: CCc1c(I)cnn1-c1ccccc1. As a reaction SMILES: [CH2:1]([CH3:2])[c:3]1[cH:4][cH:5][n:6][n:7]1-[c:8]1[cH:9][cH:10][cH:11][cH:12][cH:13]1.[CH3:22][C:23]#[N:24].[CH3:25][CH2:26][O:27][C:28](=[O:29])[CH3:30].[I:14][N:15]1[C:16](=[O:17])[CH2:18][CH2:19][C:20]1=[O:21]>>[CH2:1]([CH3:2])[c:3]1[c:4]([I:14])[cH:5][n:6][n:7]1-[c:8]1[cH:9][cH:10][cH:11][cH:12][cH:13]1.